From a dataset of the Open Reaction Database (ORD), a public repository of structured organic reaction records. describe an organic reaction: reactants, conditions, products, and yield The reactants are FC1=C(C=CC=C1F)CS(=O)(=O)C1=NC=2NC(C=NC2C(=N1)N[C@@H](CO)C)=O (2-[[(2,3-Difluorophenyl)methyl]sulfonyl]-4-[[(1R)-2-hydroxy-1-methylethyl]amino]-7(8H)-pteridinone), FC1=C(CS)C=CC=C1 (2-fluorobenzylmercaptan). Yields the product FC1=C(C=CC=C1)CSC1=NC=2NC(C=NC2C(=N1)N[C@@H](CO)C)=O (2-[[(2-Fluorophenyl)methyl]thio]-4-[[(1R)-2-hydroxy-1-methylethyl]amino]-7(8H)-pteridinone). The yield is 50.7%. Reaction SMILES: [F:1][C:2]1[C:7](F)=[CH:6][CH:5]=[CH:4][C:3]=1[CH2:9][S:10]([C:13]1[N:22]=[C:21]([NH:23][C@H:24]([CH3:27])[CH2:25][OH:26])[C:20]2[N:19]=[CH:18][C:17](=[O:28])[NH:16][C:15]=2[N:14]=1)(=O)=O.FC1C=CC=CC=1CS>>[F:1][C:2]1[CH:7]=[CH:6][CH:5]=[CH:4][C:3]=1[CH2:9][S:10][C:13]1[N:22]=[C:21]([NH:23][C@H:24]([CH3:27])[CH2:25][OH:26])[C:20]2[N:19]=[CH:18][C:17](=[O:28])[NH:16][C:15]=2[N:14]=1. Reported procedure: The titled compound (0.089 g) was prepared by the method of Example 13, step (c) using the product from Example 13, step (a) (0.20 g) and 2-fluorobenzylmercaptan (0.083 g). Reactants: C(C)N(CCCNC1=CC=C(C=2SC3=CC=CC=C3C(C12)=O)CO)CC (1-[[3-(Diethylamino)propyl]amino]-4-(hydroxymethyl)-thioxanthen-9-one). The reagents and catalysts are [O-2].[Mn+2] (manganese oxide). Solvent: C1(=CC=CC=C1)C (toluene). Product: C(C)N(CCCNC1=CC=C(C=2SC3=CC=CC=C3C(C12)=O)C=O)CC (1-[[3-(Diethylamino)propyl]amino]-9-oxothioxanthen-4-carboxaldehyde). Yield: 86.9%. Reaction SMILES: [CH2:1]([N:3]([CH2:25][CH3:26])[CH2:4][CH2:5][CH2:6][NH:7][C:8]1[C:21]2[C:20](=[O:22])[C:19]3[C:14](=[CH:15][CH:16]=[CH:17][CH:18]=3)[S:13][C:12]=2[C:11]([CH2:23][OH:24])=[CH:10][CH:9]=1)[CH3:2]>[O-2].[Mn+2].C1(C)C=CC=CC=1>[CH2:25]([N:3]([CH2:1][CH3:2])[CH2:4][CH2:5][CH2:6][NH:7][C:8]1[C:21]2[C:20](=[O:22])[C:19]3[C:14](=[CH:15][CH:16]=[CH:17][CH:18]=3)[S:13][C:12]=2[C:11]([CH:23]=[O:24])=[CH:10][CH:9]=1)[CH3:26] |f:1.2|. Procedure details: A mixture of 1-[[3-(Diethylamino)propyl]amino]-4-(hydroxymethyl)-thioxanthen-9-one (3.82 g), toluene (60 mL) and manganese oxide (7.5 g) was refluxed for 6.5 hours. The mixture was cooled to room temperature, filtered through celite, and the filtrate was concentrated in vacuo to afford 3.3 g (87%) of 1-[[3-(Diethylamino)propyl]amino]-9-oxothioxanthen-4-carboxaldehyde as a brown oil. Reactants: ClC1=C(C(=CC(=C1)C(F)(F)F)Cl)N1N=C(C(=C1NC)S(=O)(=O)C(F)(F)F)C(N)=NO (1-(2,6-dichloro-4-trifluoromethylphenyl)-5-methylamino-4-trifluoromethylsulfonyl-3-pyrazolecarboxamide oxime), O.C1(=CC=C(C=C1)S(=O)(=O)O)C (p-toluenesulfonic acid monohydrate). The solvent is C(OC)(OC)OC (trimethyl orthoformate). Run at time 6 hour. The product is ClC1=C(C(=CC(=C1)C(F)(F)F)Cl)N1N=C(C(=C1NC)S(=O)(=O)C(F)(F)F)C1=NOC=N1 (1-(2,6-dichloro-4-trifluoromethylphenyl)-5-methylamino-3-(1,2,4-oxadiazol-3-yl)-4-trifluoromethylsulfonylpyrazole). The yield is 2396.7%. Reaction SMILES: [Cl:1][C:2]1[CH:7]=[C:6]([C:8]([F:11])([F:10])[F:9])[CH:5]=[C:4]([Cl:12])[C:3]=1[N:13]1[C:17]([NH:18][CH3:19])=[C:16]([S:20]([C:23]([F:26])([F:25])[F:24])(=[O:22])=[O:21])[C:15]([C:27](=[N:29][OH:30])[NH2:28])=[N:14]1.O.[C:32]1(C)C=CC(S(O)(=O)=O)=CC=1>C(OC)(OC)OC>[Cl:12][C:4]1[CH:5]=[C:6]([C:8]([F:11])([F:10])[F:9])[CH:7]=[C:2]([Cl:1])[C:3]=1[N:13]1[C:17]([NH:18][CH3:19])=[C:16]([S:20]([C:23]([F:25])([F:26])[F:24])(=[O:21])=[O:22])[C:15]([C:27]2[N:28]=[CH:32][O:30][N:29]=2)=[N:14]1 |f:1.2|. Reported procedure: 1-(2,6-dichloro-4-trifluoromethylphenyl)-5-methylamino-4-trifluoromethylsulfonyl-3-pyrazolecarboxamide oxime 500 mg (1.00 mmol) was dissolved in 5 ml of trimethyl orthoformate, and then 5 mg of p-toluenesulfonic acid monohydrate was added. After the mixture was was stirred at room temperature for 6hrs, trimethyl orthoformate was distilled off in vacuo, and then added 20 ml of ethyl acetate. The ethyl acetate solution was washed once with 30 ml of aqueous saturated sodium hydrogencarbonate soluti... Run in O1CCCC1 (tetrahydrofuran), O1CCCC1 (tetrahydrofuran). RXN SMILES: [Cl-].[Br:2][C:3]1[CH:4]=[C:5]2[N:11]=[C:10]([CH2:12][P+](CCCC)(CCCC)CCCC)[NH:9][C:6]2=[N:7][CH:8]=1.[H-].[Na+].[CH:28]([C:30]1[N:35]=[C:34]([NH:36][C:37](=[O:39])[CH3:38])[CH:33]=[C:32]([CH3:40])[CH:31]=1)=O>O1CCCC1>[Br:2][C:3]1[CH:4]=[C:5]2[N:11]=[C:10](/[CH:12]=[CH:28]/[C:30]3[N:35]=[C:34]([NH:36][C:37](=[O:39])[CH3:38])[CH:33]=[C:32]([CH3:40])[CH:31]=3)[NH:9][C:6]2=[N:7][CH:8]=1 |f:0.1,2.3|. Reported procedure: 5.0 g of 6-brom-3H-imidazo[4,5-b]pyridin-2-yl-methyl}-tributyl-phosphonium-chlorid (compound A5) are suspended in 50 ml of tetrahydrofuran and added to a suspension of sodium hydride (60% strength) in 50 ml tetrahydrofuran at room temperature. After vigorously stirring for 10 min, 1.43 g of N-(6-formyl-4-methyl-pyridin-2-yl)-acetamide (compound B11) is added in portions (10 min). Subsequently, the suspension is heated at 90° C. for 22 h. Thereafter, the mixture is filtered with suction and the r... Reaction conditions: temperature 90 celsius, time 10 minute. Reactants: [Cl-].BrC=1C=C2C(=NC1)NC(=N2)C[P+](CCCC)(CCCC)CCCC ((6-bromo-3H-imidazo[4,5-b]pyridin-2-yl-methyl)-tributyl-phosphonium chloride), [H-].[Na+] (sodium hydride), C(=O)C1=CC(=CC(=N1)NC(C)=O)C (N-(6-formyl-4-methyl-pyridin-2-yl)-acetamide), [Cl-].BrC=1C=C2C(=NC1)NC(=N2)C[P+](CCCC)(CCCC)CCCC ((6-bromo-3H-imidazo[4,5-b]pyridin-2-yl-methyl)-tributyl-phosphonium chloride). Product: BrC=1C=C2C(=NC1)NC(=N2)/C=C/C2=CC(=CC(=N2)NC(C)=O)C (N-{6-[(E)-2-(6-Bromo-3H-imidazo[4,5-b]pyridin-2-yl)-vinyl]-4-methyl-pyridin-2-yl}-acetamide). Starting materials: CCCN1CCCC2Cc3nc(Cl)ccc3CC21, Cl, Cl, C1CCNC1, [Na+], [OH-], O. Yields the product CCCN1CCCC2Cc3nc(N4CCCC4)ccc3CC21. RXN SMILES: [Cl:2][c:3]1[cH:4][cH:5][c:6]2[c:7]([n:19]1)[CH2:8][CH:9]1[CH2:10][CH2:11][CH2:12][N:13]([CH2:16][CH2:17][CH3:18])[CH:14]1[CH2:15]2.[ClH:1].[ClH:20].[NH:21]1[CH2:22][CH2:23][CH2:24][CH2:25]1.[Na+:27].[OH-:26].[OH2:28]>>[c:3]1([N:21]2[CH2:22][CH2:23][CH2:24][CH2:25]2)[cH:4][cH:5][c:6]2[c:7]([n:19]1)[CH2:8][CH:9]1[CH2:10][CH2:11][CH2:12][N:13]([CH2:16][CH2:17][CH3:18])[CH:14]1[CH2:15]2. Reactants: C1COCCN1, CC1=C(C(=CC=C1)C)C(=O)NC(C2=CC=C(C=C2)Br)C34CCC(N3C)CC4. Reagents/catalysts: CC(C)(C)[O-].[K+], C1=CC=C(C=C1)P(C2=CC=CC=C2)C3=C(C4=CC=CC=C4C=C3)C5=C(C=CC6=CC=CC=C65)P(C7=CC=CC=C7)C8=CC=CC=C8, CC(=O)O.CC(=O)O.[Pd]. Run in CN(C)C=O. Conditions: temperature 130 celsius. Yields the product CC1=C(C(=CC=C1)C)C(=O)NC(C2=CC=C(C=C2)N3CCOCC3)C45CCC(N4C)CC5. The yield is 29.6%. Procedure: In a CEM microwave vial was N-((4-bromophenyl)(7-methyl-7-azabicyclo[2.2.1]heptan-1-yl)methyl)-2,6-dimethylbenzamide (100 mg, 0.23 mmol), morpholine (0.082 mL, 0.94 mmol), palladium(II) acetate (5.25 mg, 0.02 mmol), BINAP (14.57 mg, 0.02 mmol), and potassium tert-butoxide (52.5 mg, 0.47 mmol) solid and DMF (2 mL) was added. The vial was capped and placed into the microwave at 300 watts, 130 °C for 4 minutes. After reaction completion, the the mixture was concentrated and crude taken up in CH2Cl2... The reactants are C(C1=CC=CC=C1)(=O)C1=C(C(=O)O)C=CC=C1 (o-benzoylbenzoic acid), C(C)N=C=NCCCN(C)C (ethyl-3-(3-dimethylaminopropyl)carbodiimide), O.ON1N=NC2=C1C=CC=C2 (1-hydroxybenzotriazole hydrate), S1CNC(C1)CO (4-thiazolidinemethanol). The solvent is C(Cl)Cl (methylene chloride). Run at time 20 minute. The product is C(C1=CC=CC=C1)(=O)C1=C(C(=O)N2CSCC2CO)C=CC=C1 (3-(2-Benzoylbenzoyl)-4-thiazolidinemethanol). Yield: 40.0%. RXN SMILES: [C:1]([C:9]1[CH:17]=[CH:16][CH:15]=[CH:14][C:10]=1[C:11]([OH:13])=O)(=[O:8])[C:2]1[CH:7]=[CH:6][CH:5]=[CH:4][CH:3]=1.O.ON1C2C=CC=CC=2N=N1.[S:29]1[CH2:33][CH:32]([CH2:34][OH:35])[NH:31][CH2:30]1.C(N=C=NCCCN(C)C)C>C(Cl)Cl>[C:1]([C:9]1[CH:17]=[CH:16][CH:15]=[CH:14][C:10]=1[C:11]([N:31]1[CH:32]([CH2:34][OH:35])[CH2:33][S:29][CH2:30]1)=[O:13])(=[O:8])[C:2]1[CH:3]=[CH:4][CH:5]=[CH:6][CH:7]=1 |f:1.2|. Reported procedure: 1.9 g (8.4 mmol) of o-benzoylbenzoic acid and 1.13 g (8.4 mmol) of 1-hydroxybenzotriazole hydrate were combined in 50 ml of methylene chloride and stirred for 20 minutes at room temperature. 1.0 g (8.4 mmol) of 4-thiazolidinemethanol was added, followed by 1.6 g (8.4 mmol) of ethyl-3-(3-dimethylaminopropyl)carbodiimide. The reaction mixture was stirred for 18 hours at room temperature and washed with water, first at pH 2.5 and then at pH 9.5. The organic phase was dried and evaporated to give a ...